This data is from the Open Reaction Database (ORD), a public repository of structured organic reaction records. The task is: describe an organic reaction: reactants, conditions, products, and yield Reported procedure: The title compound was prepared from 7-difluoromethyl-5-(3-ethoxy-phenyl)-3-ethynyl-pyrazolo[1,5-a]pyrimidine (example C.19) (313 g, 1.0 mmol) and commercially available 5-bromothiophene-2-sulfonamide (315 mg, 1.3 mmol) according to general procedure II. Obtained as a yellow solid (160 mg, 34%). MS (ISP) 489.2 [(M+NH4)+]; mp 214° C. Starting materials: FC(C1=CC(=NC=2N1N=CC2C#C)C2=CC(=CC=C2)OCC)F (7-difluoromethyl-5-(3-ethoxy-phenyl)-3-ethynyl-pyrazolo[1,5-a]pyrimidine), BrC1=CC=C(S1)S(=O)(=O)N (5-bromothiophene-2-sulfonamide). As a reaction SMILES: [F:1][CH:2]([F:23])[C:3]1[N:8]2[N:9]=[CH:10][C:11]([C:12]#[CH:13])=[C:7]2[N:6]=[C:5]([C:14]2[CH:19]=[CH:18][CH:17]=[C:16]([O:20][CH2:21][CH3:22])[CH:15]=2)[CH:4]=1.Br[C:25]1[S:29][C:28]([S:30]([NH2:33])(=[O:32])=[O:31])=[CH:27][CH:26]=1>>[F:23][CH:2]([F:1])[C:3]1[N:8]2[N:9]=[CH:10][C:11]([C:12]#[C:13][C:25]3[S:29][C:28]([S:30]([NH2:33])(=[O:32])=[O:31])=[CH:27][CH:26]=3)=[C:7]2[N:6]=[C:5]([C:14]2[CH:19]=[CH:18][CH:17]=[C:16]([O:20][CH2:21][CH3:22])[CH:15]=2)[CH:4]=1. The product is FC(C1=CC(=NC=2N1N=CC2C#CC2=CC=C(S2)S(=O)(=O)N)C2=CC(=CC=C2)OCC)F (5-[7-Difluoromethyl-5-(3-ethoxy-phenyl)-pyrazolo[1,5-a]pyrimidin-3-ylethynyl]-thiophene-2-sulfonic acid amide), solid. Isolated yield 34.0%.